This data is from the Open Reaction Database (ORD), a public repository of structured organic reaction records. The task is: describe an organic reaction: reactants, conditions, products, and yield The reactants are OC1=CC=C(C(=O)O)C=C1 (p-hydroxybenzoic acid), C(CCCCCCCC)Br (n-nonyl bromide), [OH-].[K+] (potassium hydroxide), Cl (hydrochloric acid). Run in C(C)O (ethanol), O (water), O (water). Reaction conditions: time 3 hour. Product: C(CCCCCCCC)OC1=CC=C(C(=O)O)C=C1 (p-nonyloxybenzoic acid). The yield is 75.0%. As a reaction SMILES: [OH:1][C:2]1[CH:10]=[CH:9][C:5]([C:6]([OH:8])=[O:7])=[CH:4][CH:3]=1.[CH2:11](Br)[CH2:12][CH2:13][CH2:14][CH2:15][CH2:16][CH2:17][CH2:18][CH3:19].[OH-].[K+].Cl>O.C(O)C>[CH2:11]([O:1][C:2]1[CH:10]=[CH:9][C:5]([C:6]([OH:8])=[O:7])=[CH:4][CH:3]=1)[CH2:12][CH2:13][CH2:14][CH2:15][CH2:16][CH2:17][CH2:18][CH3:19] |f:2.3|. Procedure details: 12.7 Grams (0.0917 mol) of p-hydroxybenzoic acid, 28.5 g of n-nonyl bromide and 10.2 g of potassium hydroxide were added to a mixture composed of 1,500 ml (milliliter) of ethanol and 200 ml of water, and the mixture was allowed to react under reflux for 10 hours. Further, 500 ml of water was added thereto, and the mixture was stirred for 3 hours. After the completion of the reaction, a concentrated hydrochloric acid was added to acidify the reaction mixture. Thereafter, the solvent was distilled...